Dataset: the Open Reaction Database (ORD), a public repository of structured organic reaction records. Task: describe an organic reaction: reactants, conditions, products, and yield Starting materials: [OH-].[Li+] (lithium hydroxide), NC=1C=C(C(=O)O)C=C(C1SC1=CC=CC=C1)S(N)(=O)=O (3-amino-4-phenylthio-5-sulphamyl-benzoic acid), C(C1=CC=CC=C1)Br (Benzyl bromide), [OH-].[Li+] (lithium hydroxide). Solvent: O (water). Product: C(C1=CC=CC=C1)NC=1C=C(C(=O)O)C=C(C1SC1=CC=CC=C1)S(N)(=O)=O (3-benzylamino-4-phenylthio-5-sulphamyl-benzoic acid). Reaction SMILES: [NH2:1][C:2]1[CH:3]=[C:4]([CH:8]=[C:9]([S:18](=[O:21])(=[O:20])[NH2:19])[C:10]=1[S:11][C:12]1[CH:17]=[CH:16][CH:15]=[CH:14][CH:13]=1)[C:5]([OH:7])=[O:6].[OH-].[Li+].[CH2:24](Br)[C:25]1[CH:30]=[CH:29][CH:28]=[CH:27][CH:26]=1>O>[CH2:24]([NH:1][C:2]1[CH:3]=[C:4]([CH:8]=[C:9]([S:18](=[O:20])(=[O:21])[NH2:19])[C:10]=1[S:11][C:12]1[CH:17]=[CH:16][CH:15]=[CH:14][CH:13]=1)[C:5]([OH:7])=[O:6])[C:25]1[CH:30]=[CH:29][CH:28]=[CH:27][CH:26]=1 |f:1.2|. Procedure: A suspension of 3-amino-4-phenylthio-5-sulphamyl-benzoic acid (4.05 g) in water (100 ml) was adjusted to pH 7.5 by addition of 1N lithium hydroxide. Benzyl bromide (2.2 g) was added and, under stirring, the pH was kept at 7.5 by automatic titration with lithium hydroxide. After the base consumption had become negligible, the pH was adjusted to 2.5 by addition of dilute hydrochloric acid. The precipitated 3-benzylamino-4-phenylthio-5-sulphamyl-benzoic acid was collected and recrystallized from et... Procedure details: A mixture of example 114 compound (20 mg, 0.04 mmol) and 10% Pd—C (10 mg) in EtOH was hydrogenated using hydrogen balloon for 2 hours. The mixture was diluted with EtOAc, filtered through silica gel pad and washed with EtOAc. The filtrate was concentrated under reduced pressure to give the title compound (5 mg, 24%) after recrystallization with EtOAc/Hex. The reactants are FC=1C=C(C=C(C1NS(=O)(=O)C)F)C(C)NC(=O)C=1OC(=CC1)C1=CC(=CC(=C1)C=C)C(F)(F)F (5-(3-Trifluoromethyl-5-vinyl-phenyl)-furan-2-carboxylic acid [1-(3,5-difluoro-4-methanesulfonylamino-phenyl)-ethyl]-amide), compound, [H][H] (hydrogen). The product is FC=1C=C(C=C(C1NS(=O)(=O)C)F)C(C)NC(=O)C=1OC(=CC1)C1=CC(=CC(=C1)C(F)(F)F)CC (5-(3-Ethyl-5-trifluoromethyl-phenyl)-furan-2-carboxylic acid [1-(3,5-difluoro-4-methanesulfonylamino-phenyl)-ethyl]-amide). As a reaction SMILES: [F:1][C:2]1[CH:3]=[C:4]([CH:14]([NH:16][C:17]([C:19]2[O:20][C:21]([C:24]3[CH:29]=[C:28]([CH:30]=[CH2:31])[CH:27]=[C:26]([C:32]([F:35])([F:34])[F:33])[CH:25]=3)=[CH:22][CH:23]=2)=[O:18])[CH3:15])[CH:5]=[C:6]([F:13])[C:7]=1[NH:8][S:9]([CH3:12])(=[O:11])=[O:10].[H][H]>CCO.CCOC(C)=O.[Pd]>[F:1][C:2]1[CH:3]=[C:4]([CH:14]([NH:16][C:17]([C:19]2[O:20][C:21]([C:24]3[CH:25]=[C:26]([C:32]([F:35])([F:33])[F:34])[CH:27]=[C:28]([CH2:30][CH3:31])[CH:29]=3)=[CH:22][CH:23]=2)=[O:18])[CH3:15])[CH:5]=[C:6]([F:13])[C:7]=1[NH:8][S:9]([CH3:12])(=[O:10])=[O:11]. Run in CCO (EtOH), CCOC(=O)C (EtOAc). Yield: 24.0%. The reagents and catalysts are [Pd] (Pd—C). The reactants are C(#N)C(C)C=1C=C(C(=O)OC)C=CC1 (methyl 3-(1-cyanoethyl)benzoate), C[O-].[Na+] (sodium methoxide), BrCC1CC1 ((bromomethyl)cyclopropane), [H-].[Na+] (sodium hydride). Solvent: C(C)#N (acetonitrile), C(C)OCC (diethyl ether). Run at time 30 minute. Yields the product C(#N)C(CC1CC1)(C)C=1C=C(C(=O)OC)C=CC1 (methyl 3-(1-cyano-2-cyclopropyl-1-methylethyl)benzoate). Yield: 6.7%. As a reaction SMILES: [C:1]([CH:3]([C:5]1[CH:6]=[C:7]([CH:12]=[CH:13][CH:14]=1)[C:8]([O:10][CH3:11])=[O:9])[CH3:4])#[N:2].C[O-].[Na+].Br[CH2:19][CH:20]1[CH2:22][CH2:21]1.[H-].[Na+]>C(#N)C.C(OCC)C>[C:1]([C:3]([C:5]1[CH:6]=[C:7]([CH:12]=[CH:13][CH:14]=1)[C:8]([O:10][CH3:11])=[O:9])([CH3:4])[CH2:19][CH:20]1[CH2:22][CH2:21]1)#[N:2] |f:1.2,4.5|. Procedure: To a solution of methyl 3-(1-cyanoethyl)benzoate (1.5 g, 7.9=mol) in acetonitrile (20 mL) were added sodium methoxide (0.95 g, 17 mmol) and (bromomethyl)cyclopropane (1.3 g, 9.5 mmol), and the reaction mixture was stirred at room temperature for 30 min. To the reaction mixture was added sodium hydride (60% in oil, 0.7 g, 17 mmol) under ice-cooling, and the mixture was stirred at room temperature for 16 hr. The mixture was diluted with diethyl ether, and washed with 5% aqueous sodium hydrogencarb...